From a dataset of the Open Reaction Database (ORD), a public repository of structured organic reaction records. describe an organic reaction: reactants, conditions, products, and yield Starting materials: COC1=CC=C(C=C1)C=1OC2=C(C1)C=CC=C2 (2-(4-methoxyphenyl)benzofuran), stannic chloride, Cl.C(C)N(CCOC1=CC=C(C(=O)Cl)C=C1)CC (4-(2-diethylaminoethoxy)benzoyl chloride hydrochloride), C(Cl)Cl (methylene chloride). Solvent: O (water). Reaction conditions: time 1.5 hour. Product: C(C)N(CCOC1=CC=C(C(=O)C2=C(OC3=C2C=CC=C3)C3=CC=C(C=C3)OC)C=C1)CC (3-[4-(2-Diethylaminoethoxy)benzoyl]-2-(4-methoxyphenyl)benzofuran). RXN SMILES: [CH3:1][O:2][C:3]1[CH:8]=[CH:7][C:6]([C:9]2[O:10][C:11]3[CH:17]=[CH:16][CH:15]=[CH:14][C:12]=3[CH:13]=2)=[CH:5][CH:4]=1.Cl.[CH2:19]([N:21]([CH2:34][CH3:35])[CH2:22][CH2:23][O:24][C:25]1[CH:33]=[CH:32][C:28]([C:29](Cl)=[O:30])=[CH:27][CH:26]=1)[CH3:20].C(Cl)Cl>O>[CH2:34]([N:21]([CH2:19][CH3:20])[CH2:22][CH2:23][O:24][C:25]1[CH:26]=[CH:27][C:28]([C:29]([C:13]2[C:12]3[CH:14]=[CH:15][CH:16]=[CH:17][C:11]=3[O:10][C:9]=2[C:6]2[CH:7]=[CH:8][C:3]([O:2][CH3:1])=[CH:4][CH:5]=2)=[O:30])=[CH:32][CH:33]=1)[CH3:35] |f:1.2|. Procedure: To a mixture of 11.2 g. (0.05 mol.) of 2-(4-methoxyphenyl)benzofuran and 14.6 g. (0.05 mol.) of 4-(2-diethylaminoethoxy)benzoyl chloride hydrochloride in 100 ml. of methylene chloride is added 39.1 g. (0.15 mol.) of stannic chloride. The reaction mixture is stirred for 1.5 hours at ambient temperature then poured into water. The layers are separated and the organic phase is washed with aqueous sodium carbonate until basic and water, dried (MgSO4) and concentrated to give the title compound. Starting materials: FC(C(C(F)(F)F)(O)C1=CC=C(C=C1)NC(OC1=CC=CC=C1)=O)(F)F (phenyl N-[4-(hexafluoro-2-hydroxy-2-propyl)phenyl]carbamate), N (NH3). The solvent is O (H2O). Run at temperature 0 celsius, time 0.5 hour. The product is FC(C(C(F)(F)F)(O)C1=CC=C(C=C1)NC(=O)N)(F)F (N-[4-(hexafluoro-2-hydroxy-2-propyl)phenyl]urea). As a reaction SMILES: [F:1][C:2]([F:26])([F:25])[C:3]([C:9]1[CH:14]=[CH:13][C:12]([NH:15][C:16](=O)[O:17]C2C=CC=CC=2)=[CH:11][CH:10]=1)([OH:8])[C:4]([F:7])([F:6])[F:5].[NH3:27]>O>[F:26][C:2]([F:1])([F:25])[C:3]([C:9]1[CH:14]=[CH:13][C:12]([NH:15][C:16]([NH2:27])=[O:17])=[CH:11][CH:10]=1)([OH:8])[C:4]([F:6])([F:7])[F:5]. Procedure: Combine 6.0 g (16 mmole) of phenyl N-[4-(hexafluoro-2-hydroxy-2-propyl)phenyl]carbamate (Example 12) and 65 ml of NH3 saturated ethanol. After 1/2 hour, pour the reaction mixture into 150 ml of H2O. Concentrate, cool to 0° C and filter off the white solid. Obtain 5.5 g of N-[4-(hexafluoro-2-hydroxy-2-propyl)phenyl]urea; m.p. 181°-183° C. Reactants: C(C)(C)(C)OC(=O)C1=C(CS[C@H]2N1C(C2N)=O)C(CCC(N)=O)SC2=NN=NN2 (7-amino3-[1-(2-carbamoylethyl)tetrazol-5-ylthiomethyl]-3-cephem4-carboxylic acid t-butyl ester), FC(CS(=O)(=O)CC(=O)O)(F)F (2,2,2-trifluoroethylsulfonylacetic acid), C1(CCCCC1)N=C=NC1CCCCC1 (dicyclohexylcarbodiimide). The solvent is O1CCCC1 (tetrahydrofuran), O1CCCC1 (tetrahydrofuran). Run at time 12 hour. Yields the product C(C)(C)(C)OC(=O)C1=C(CS[C@H]2N1C(C2NC(CS(=O)(=O)CC(F)(F)F)=O)=O)C(CCC(N)=O)SC2=NN=NN2 (7-(2,2,2-trifluoroethylsulfonylacetamido)-3-[1-(2-carbamoylethyl)tetrazol-5-ylthiomethyl]-3-cephem-4-carboxylic acid t-butyl ester). As a reaction SMILES: [C:1]([O:5][C:6]([C:8]1[N:13]2[C:14](=[O:17])[CH:15]([NH2:16])[C@H:12]2[S:11][CH2:10][C:9]=1[CH:18]([S:24][C:25]1[NH:29][N:28]=[N:27][N:26]=1)[CH2:19][CH2:20][C:21](=[O:23])[NH2:22])=[O:7])([CH3:4])([CH3:3])[CH3:2].[F:30][C:31]([F:41])([F:40])[CH2:32][S:33]([CH2:36][C:37](O)=[O:38])(=[O:35])=[O:34].C1(N=C=NC2CCCCC2)CCCCC1>O1CCCC1>[C:1]([O:5][C:6]([C:8]1[N:13]2[C:14](=[O:17])[CH:15]([NH:16][C:37](=[O:38])[CH2:36][S:33]([CH2:32][C:31]([F:40])([F:30])[F:41])(=[O:34])=[O:35])[C@H:12]2[S:11][CH2:10][C:9]=1[CH:18]([S:24][C:25]1[NH:29][N:28]=[N:27][N:26]=1)[CH2:19][CH2:20][C:21](=[O:23])[NH2:22])=[O:7])([CH3:4])([CH3:2])[CH3:3]. Procedure: To a solution of 8.4 g. (0.019 mol.) of 7-amino3-[1-(2-carbamoylethyl)tetrazol-5-ylthiomethyl]-3-cephem4-carboxylic acid t-butyl ester and 3.9 g. (0.019 mol.) of 2,2,2-trifluoroethylsulfonylacetic acid in tetrahydrofuran is added dropwise a solution of 3.9 g. (0.019 mol.) of dicyclohexylcarbodiimide in 100 ml. of tetrahydrofuran. The reaction mixture is stirred at 25° for 12 hours, then filtered and concentrated to about 10 ml. The residue is filtered and evaporated to dryness to give 7-(2,2,2-t... Reactants: C(C)(C)N(CC)C(C)C (diisopropylethylamine), Cl.CN(CCCN=C=NCC)C (N-(3-dimethylaminopropyl)-N′-ethylcarbodiimide hydrochloride), C(C1=CC=CC=C1)OC(=O)N1CC(C1)C(=O)O (1-(Benzyloxycarbonyl)azetidine-3-carboxylic acid), O.ON1N=NC2=C1C=CC=C2 (1-hydroxybenzotriazole hydrate), NC1=CC=C(OC2CCN(CC2)C(=O)OC(C)(C)C)C=C1 (tert-butyl 4-(4-aminophenoxy)piperidine-1-carboxylate). Run in O (water), CN(C=O)C (dimethylformamide). Reaction conditions: time 8 hour. The product is C(C1=CC=CC=C1)OC(=O)N1CC(C1)C(=O)NC1=CC=C(OC2CCN(CC2)C(=O)OC(C)(C)C)C=C1 (tert-butyl 4-(4-(1-(benzyloxycarbonyl)azetidine-3-carboxamido)phenoxy)piperidine-1-carboxylate). RXN SMILES: [CH2:1]([O:8][C:9]([N:11]1[CH2:14][CH:13]([C:15]([OH:17])=O)[CH2:12]1)=[O:10])[C:2]1[CH:7]=[CH:6][CH:5]=[CH:4][CH:3]=1.O.ON1C2C=CC=CC=2N=N1.[NH2:29][C:30]1[CH:49]=[CH:48][C:33]([O:34][CH:35]2[CH2:40][CH2:39][N:38]([C:41]([O:43][C:44]([CH3:47])([CH3:46])[CH3:45])=[O:42])[CH2:37][CH2:36]2)=[CH:32][CH:31]=1.C(N(C(C)C)CC)(C)C.Cl.CN(C)CCCN=C=NCC>CN(C)C=O.O>[CH2:1]([O:8][C:9]([N:11]1[CH2:12][CH:13]([C:15]([NH:29][C:30]2[CH:31]=[CH:32][C:33]([O:34][CH:35]3[CH2:40][CH2:39][N:38]([C:41]([O:43][C:44]([CH3:45])([CH3:46])[CH3:47])=[O:42])[CH2:37][CH2:36]3)=[CH:48][CH:49]=2)=[O:17])[CH2:14]1)=[O:10])[C:2]1[CH:3]=[CH:4][CH:5]=[CH:6][CH:7]=1 |f:1.2,5.6|. Reported procedure: 1-(Benzyloxycarbonyl)azetidine-3-carboxylic acid (5.10 g, 21.67 mmol), 1-hydroxybenzotriazole hydrate (4.15 g, 27.1 mmol) and tert-butyl 4-(4-aminophenoxy)piperidine-1-carboxylate (5.28 g, 18.06 mmol) were suspended in dimethylformamide (25 ml) followed by addition of diisopropylethylamine (9.64 ml, 54.2 mmol) and N-(3-dimethylaminopropyl)-N′-ethylcarbodiimide hydrochloride (5.19 g, 27.1 mmol). The mixture was stirred at room temperature overnight and the solution was diluted with water. The res... The reactants are Cl (hydrogen chloride), C(C)OCC (Diethyl ether), O1C(COC2=C1C=CC=C2)CC=2NC1=C(N2)C=CC=C1 (2-(1,4-benzodioxan-2-ylmethyl)-benzimidazole). Run in CO (methanol), CO (methanol). Yields the product Cl.O1C(COC2=C1C=CC=C2)CC=2NC1=C(N2)C=CC=C1 (2-(1,4-benzodioxan-2-ylmethyl)benzimidazole hydrochloride), ( d ). Reaction SMILES: [ClH:1].[O:2]1[C:7]2[CH:8]=[CH:9][CH:10]=[CH:11][C:6]=2[O:5][CH2:4][CH:3]1[CH2:12][C:13]1[NH:14][C:15]2[CH:21]=[CH:20][CH:19]=[CH:18][C:16]=2[N:17]=1.C(OCC)C>CO>[ClH:1].[O:2]1[C:7]2[CH:8]=[CH:9][CH:10]=[CH:11][C:6]=2[O:5][CH2:4][CH:3]1[CH2:12][C:13]1[NH:17][C:16]2[CH:18]=[CH:19][CH:20]=[CH:21][C:15]=2[N:14]=1 |f:4.5|. Procedure details: Excess 3% hydrogen chloride in methanol is added to a solution of 1.0 g. 2-(1,4-benzodioxan-2-ylmethyl)-benzimidazole in 20 ml methanol. Diethyl ether is added until precipitation is complete. The product is filtered, washed with ether, air dried and recrystallized from methanol/acetone to yield 2-(1,4-benzodioxan-2-ylmethyl)benzimidazole hydrochloride, m.p. 221°-224° C.(d). The reactants are BrC=1C=C2C(N(C(C2=CC1)=O)C(C)C)=O (5-bromo-2-(1-methylethyl)-1H-isoindole-1,3(2H)-dione), BrC=1C=C2C(N(C(C2=CC1)=O)C(C)C)=O (5-bromo-2-(1-methylethyl)-1H-isoindole-1,3(2H)-dione). Solvent: O1CCCC1 (tetrahydrofuran), O1CCCC1 (THF), O1CCCC1 (THF). The product is BrC=1C=C2CN(CC2=CC1)C(C)C (5-Bromo-2-(1-methylethyl)-2,3-dihydro-1H-isoindole). Yield: 78.4%. RXN SMILES: [Br:1][C:2]1[CH:3]=[C:4]2[C:8](=[CH:9][CH:10]=1)[C:7](=O)[N:6]([CH:12]([CH3:14])[CH3:13])[C:5]2=O>O1CCCC1>[Br:1][C:2]1[CH:3]=[C:4]2[C:8](=[CH:9][CH:10]=1)[CH2:7][N:6]([CH:12]([CH3:14])[CH3:13])[CH2:5]2. Reported procedure: To a solution of 5-bromo-2-(1-methylethyl)-1H-isoindole-1,3(2H)-dione (Intermediate 5, 4.27 g) in tetrahydrofuran (THF) (100 mL) under nitrogen at room temperature was added 1.0M borane-tetrahydrofuran complex in THF (80 mL). The reaction mixture was heated at reflux for 48 hours. More 1.0M borane-THF complex in THF (50 mL) was added and the reaction mixture was heated at reflux for a further 24 hours. The reaction mixture was allowed to cool to room temperature. The reaction was quenched by the... The reactants are Cl(=O)[O-].[Na+] (sodium chlorite), C(C)(=O)O (acetic acid), C(CC(=O)OCC)(=O)OCC (diethyl malonate). The solvent is C(C)(=O)OCC (ethyl acetate). Run at time 3 hour. The product is O.O=C(C(=O)OCC)C(=O)OCC (diethyl ketomalonate hydrate). Isolated yield 131.2%. As a reaction SMILES: Cl([O-])=[O:2].[Na+].C(O)(=[O:7])C.[C:9]([O:17][CH2:18][CH3:19])(=[O:16])[CH2:10][C:11]([O:13][CH2:14][CH3:15])=[O:12]>C(OCC)(=O)C>[OH2:2].[O:7]=[C:10]([C:11]([O:13][CH2:14][CH3:15])=[O:12])[C:9]([O:17][CH2:18][CH3:19])=[O:16] |f:0.1,5.6|. Procedure details: To a 100 mL four-necked flask equipped with a mechanical stirrer, a dropping funnel and a thermometer, 49.6 g (0.137 mole) of 25% sodium chlorite aqueous solution, and then 2.6 mL (0.046 mole) of acetic acid were slowly added. The pH in the reaction system was pH 4.4. Furthermore, 10 g (0.062 mole) diethyl malonate was slowly added under room temperature, and then the mixture was stirred under room temperature for 3 hours, and then 49 mL ethyl acetate was added to the reaction system to separate... Starting materials: ClC=1C=C(C=CC1Cl)C1(CCNCC1)CNC(C1=NC=CC(=C1F)SC1=CN=C(S1)NC1=NC=CC(=C1)C)=O (N-((4-(3,4-dichlorophenyl)piperidin-4-yl)methyl)-3-fluoro-4-(2-(4-methylpyridin-2-ylamino)thiazol-5-ylthio)picolinamide), ClC(=O)OC (methyl chloroformate). The product is ClC=1C=C(C=CC1Cl)C1(CCN(CC1)C(=O)OC)CNC(C1=NC=CC(=C1F)SC1=CN=C(S1)NC1=NC=CC(=C1)C)=O (Methyl 4-(3,4-dichlorophenyl)-4-((3-fluoro-4-(2-(4-methylpyridin-2-ylamino)thiazol-5-ylthio)picolinamido)methyl)piperidine-1-carboxylate). Reaction SMILES: [Cl:1][C:2]1[CH:3]=[C:4]([C:9]2([CH2:15][NH:16][C:17](=[O:39])[C:18]3[C:23]([F:24])=[C:22]([S:25][C:26]4[S:30][C:29]([NH:31][C:32]5[CH:37]=[C:36]([CH3:38])[CH:35]=[CH:34][N:33]=5)=[N:28][CH:27]=4)[CH:21]=[CH:20][N:19]=3)[CH2:14][CH2:13][NH:12][CH2:11][CH2:10]2)[CH:5]=[CH:6][C:7]=1[Cl:8].Cl[C:41]([O:43][CH3:44])=[O:42]>>[Cl:1][C:2]1[CH:3]=[C:4]([C:9]2([CH2:15][NH:16][C:17](=[O:39])[C:18]3[C:23]([F:24])=[C:22]([S:25][C:26]4[S:30][C:29]([NH:31][C:32]5[CH:37]=[C:36]([CH3:38])[CH:35]=[CH:34][N:33]=5)=[N:28][CH:27]=4)[CH:21]=[CH:20][N:19]=3)[CH2:10][CH2:11][N:12]([C:41]([O:43][CH3:44])=[O:42])[CH2:13][CH2:14]2)[CH:5]=[CH:6][C:7]=1[Cl:8]. Procedure: Following the procedure given for example 81, N-((4-(3,4-dichlorophenyl)piperidin-4-yl)methyl)-3-fluoro-4-(2-(4-methylpyridin-2-ylamino)thiazol-5-ylthio)picolinamide (compound example 48) was reacted with methyl chloroformate to give the title compound. LC/MS (M+H)+: 661. Ret. time: 2.09 min. (Condition I); analytical HPLC Ret. time: 10.35 min (Condition H). Product: C(C)(=O)OCC(=O)C1=CC=C(C=C1)OCC (4-ethoxyphenacyl acetate). Starting materials: C(C)OC1=CC=C(C(CBr)=O)C=C1 (4-ethoxyphenacyl bromide), C(C)(=O)O (acetic acid). Reaction SMILES: [CH2:1]([O:3][C:4]1[CH:13]=[CH:12][C:7]([C:8](=[O:11])[CH2:9]Br)=[CH:6][CH:5]=1)[CH3:2].[C:14]([OH:17])(=[O:16])[CH3:15]>>[C:14]([O:17][CH2:9][C:8]([C:7]1[CH:12]=[CH:13][C:4]([O:3][CH2:1][CH3:2])=[CH:5][CH:6]=1)=[O:11])(=[O:16])[CH3:15]. Procedure details: Following the procedure of Example 1, 5 grams of 4-ethoxyphenacyl bromide are reacted with 5 grams of acetic acid to obtain 4-ethoxyphenacyl acetate, m.p. 81°-82° C.